This data is from the Open Reaction Database (ORD), a public repository of structured organic reaction records. The task is: describe an organic reaction: reactants, conditions, products, and yield The reactants are [N+](=O)([O-])C1CC=CCC1C1=CC(=C(C=C1)OC)OC (4-nitro-5-(3,4-dimethoxyphenyl)cyclohexene), [H][H] (hydrogen). Reagents/catalysts: [Pd] (palladium on carbon). The solvent is C(C)(=O)OCC (ethyl acetate). The product is [N+](=O)([O-])C1C(CCCC1)C1=CC(=C(C=C1)OC)OC (1-Nitro-2-(3,4-dimethoxyphenyl)cyclohexane). Isolated yield 91.0%. As a reaction SMILES: [N+:1]([CH:4]1[CH:9]([C:10]2[CH:15]=[CH:14][C:13]([O:16][CH3:17])=[C:12]([O:18][CH3:19])[CH:11]=2)[CH2:8][CH:7]=[CH:6][CH2:5]1)([O-:3])=[O:2].[H][H]>C(OCC)(=O)C.[Pd]>[N+:1]([CH:4]1[CH2:5][CH2:6][CH2:7][CH2:8][CH:9]1[C:10]1[CH:15]=[CH:14][C:13]([O:16][CH3:17])=[C:12]([O:18][CH3:19])[CH:11]=1)([O-:3])=[O:2]. Procedure details: To 10 mmol of 4-nitro-5-(3,4-dimethoxyphenyl)cyclohexene in 100 mL of ethyl acetate was added 200 mg of 10% palladium on carbon. The resulting suspension was shaken at 50 psi of hydrogen on a Parr Apparatus for one hour. The catalyst was removed by filtration through Celite® diatomaceous earth and the filtrate evaporated to dryness in vacuo to give a 91% yield of the desired product based on 1H NMR. Reactants: [Li]C, CCOCC, Cc1sc(C(=O)O)c2c1C1C(C2)C1(C)C. Reaction SMILES: [CH3:16][Li:17].[CH3:18][CH2:19][O:20][CH2:21][CH3:22].[CH3:1][C:2]1([CH3:15])[CH:3]2[CH:4]1[CH2:5][c:6]1[c:7]([C:12](=[O:13])[OH:14])[s:8][c:9]([CH3:11])[c:10]12>>[CH3:1][C:2]1([CH3:15])[CH:3]2[CH:4]1[CH2:5][c:6]1[c:7]([C:12](=[O:14])[CH3:16])[s:8][c:9]([CH3:11])[c:10]12. The product is CC(=O)c1sc(C)c2c1CC1C2C1(C)C. The reactants are [N+](=O)([O-])C=1C=C(C=CC1)CC(=O)N[C@@H](C)C(=O)O (N-(3-nitrophenylacetyl)-L-alanine), Cl.COC([C@@H](N)CC(C)C)=O (L-leucine methyl ester hydrochloride). Reported procedure: Following General Procedure C and using N-(3-nitrophenylacetyl)-L-alanine (from Example DI I above) and L-leucine methyl ester hydrochloride (Aldrich), the title compound was prepared as a solid. The reaction was monitored by tlc (Rf=0.75 in 9:1 CHCl3/MeOH) and the product was purified by silica gel chromatography using 97:3 CHCl3/MeOH as the eluent. Yields the product COC([C@@H](NC([C@@H](NC(CC1=CC(=CC=C1)[N+](=O)[O-])=O)C)=O)CC(C)C)=O (N-[N-(3-Nitrophenylacetyl)-L-alaninyl]-L-leucine Methyl Ester). As a reaction SMILES: [N+:1]([C:4]1[CH:5]=[C:6]([CH2:10][C:11]([NH:13][C@H:14]([C:16]([OH:18])=O)[CH3:15])=[O:12])[CH:7]=[CH:8][CH:9]=1)([O-:3])=[O:2].Cl.[CH3:20][O:21][C:22](=[O:29])[C@H:23]([CH2:25][CH:26]([CH3:28])[CH3:27])[NH2:24]>C(Cl)(Cl)Cl.CO>[CH3:20][O:21][C:22](=[O:29])[C@H:23]([CH2:25][CH:26]([CH3:28])[CH3:27])[NH:24][C:16](=[O:18])[C@H:14]([CH3:15])[NH:13][C:11](=[O:12])[CH2:10][C:6]1[CH:7]=[CH:8][CH:9]=[C:4]([N+:1]([O-:3])=[O:2])[CH:5]=1 |f:1.2,3.4|. Run in C(Cl)(Cl)Cl.CO (CHCl3 MeOH). The reactants are C(CCCCCCCCCC)(=O)C1=NC=CC=C1 (2-n-undecanoylpyridine), NN (hydrazine), monohydrate, [OH-].[K+] (potassium hydroxide), C(COCCOCCO)O (triethylene glycol). The solvent is O (water). Reaction conditions: time 7 hour. Yields the product C(CCCCCCCCCC)C1=NC=CC=C1 (2-n-undecylpyridine). Yield: 58.6%. Reaction SMILES: [C:1]([C:13]1[CH:18]=[CH:17][CH:16]=[CH:15][N:14]=1)(=O)[CH2:2][CH2:3][CH2:4][CH2:5][CH2:6][CH2:7][CH2:8][CH2:9][CH2:10][CH3:11].NN.[OH-].[K+].C(O)COCCOCCO>O>[CH2:1]([C:13]1[CH:18]=[CH:17][CH:16]=[CH:15][N:14]=1)[CH2:2][CH2:3][CH2:4][CH2:5][CH2:6][CH2:7][CH2:8][CH2:9][CH2:10][CH3:11] |f:2.3|. Reported procedure: A mixture of 21.5 g (87 mmol) of 2-n-undecanoylpyridine, 13.7 g (0.27 mol) of hydrazine.monohydrate, 10.1 g (0.18 mol) of potassium hydroxide, and 50 ml of triethylene glycol was heated at 110° to 125° C. for one hour, and further, at 180° to 185° C. for 7 hours. After cooling, 400 ml of water was added, the mixture was extracted with diethyl ether, washed with water and dried over anhydrous potassium carbonate. After concentration under a reduced pressure, the residue was separated by silica ge...